This data is from the Open Reaction Database (ORD), a public repository of structured organic reaction records. The task is: describe an organic reaction: reactants, conditions, products, and yield Yield: 32.1%. The product is CC(CCN1CC(CCC1)C1=CC=C(OC2=NC=C(C(=O)N)C=C2)C=C1)C ((±)-6-{4-[1-(3-Methyl-butyl)-piperidin-3-yl]-phenoxy}-nicotinamide). Reported procedure: Using a method similar to Example 324, 6-(4-piperidin-3-yl-phenoxy)-nicotinamide (free base of compound of example 322) (0.0252 g, 0.0847 mmol), isovaleraldehyde (0.0165 mL, 0.154 mmol), and sodium borohydride (0.0082 g, 0.217 mmol) provide 0.0100 g (32%) of the title compound as an off-white foam: high resolution mass spectrum (electrospray): m/z calc for C22H30N3O2 368.2338, found 368.2355; 1H NMR (methanol-d4): 8.66 (d, 1H, J=2.4 Hz), 8.29 (dd, 1H, J=2.4, 8.8 Hz), 7.41-7.36 (m, 2H), 7.17-7.12... Reaction SMILES: Cl.[NH:2]1[CH2:7][CH2:6][CH2:5][CH:4]([C:8]2[CH:23]=[CH:22][C:11]([O:12][C:13]3[CH:21]=[CH:20][C:16]([C:17]([NH2:19])=[O:18])=[CH:15][N:14]=3)=[CH:10][CH:9]=2)[CH2:3]1.[CH:24](=O)[CH2:25][CH:26]([CH3:28])[CH3:27].[BH4-].[Na+]>>[CH3:27][CH:26]([CH3:28])[CH2:25][CH2:24][N:2]1[CH2:7][CH2:6][CH2:5][CH:4]([C:8]2[CH:9]=[CH:10][C:11]([O:12][C:13]3[CH:21]=[CH:20][C:16]([C:17]([NH2:19])=[O:18])=[CH:15][N:14]=3)=[CH:22][CH:23]=2)[CH2:3]1 |f:0.1,3.4|. Reactants: Cl.N1CC(CCC1)C1=CC=C(OC2=NC=C(C(=O)N)C=C2)C=C1 ((±)-6-(4-Piperidin-3-yl-phenoxy)-nicotinamide hydrochloride), [BH4-].[Na+] (sodium borohydride), Cl.N1CC(CCC1)C1=CC=C(OC2=NC=C(C(=O)N)C=C2)C=C1 ((±)-6-(4-Piperidin-3-yl-phenoxy)-nicotinamide hydrochloride), C(CC(C)C)=O (isovaleraldehyde). Reactants: Fc1ccc(N2CCN(CCCCl)CC2)cc1, Oc1cccc(-c2nnco2)c1. The product is Fc1ccc(N2CCN(CCCOc3cccc(-c4nnco4)c3)CC2)cc1. RXN SMILES: [Cl:13][CH2:14][CH2:15][CH2:16][N:17]1[CH2:18][CH2:19][N:20]([c:23]2[cH:24][cH:25][c:26]([F:29])[cH:27][cH:28]2)[CH2:21][CH2:22]1.[o:1]1[c:2](-[c:6]2[cH:7][c:8]([OH:12])[cH:9][cH:10][cH:11]2)[n:3][n:4][cH:5]1>>[o:1]1[c:2](-[c:6]2[cH:7][c:8]([O:12][CH2:14][CH2:15][CH2:16][N:17]3[CH2:18][CH2:19][N:20]([c:23]4[cH:24][cH:25][c:26]([F:29])[cH:27][cH:28]4)[CH2:21][CH2:22]3)[cH:9][cH:10][cH:11]2)[n:3][n:4][cH:5]1. Reactants: COc1ccc(Br)cc1C, O=C([O-])[O-], C#CCOC1CCCCO1, CC#N, CC(C)c1cc(C(C)C)c(-c2ccccc2P(C2CCCCC2)C2CCCCC2)c(C(C)C)c1, [Cs+], [Cs+]. Yields the product COc1ccc(C#CCOC2CCCCO2)cc1C. As a reaction SMILES: [Br:1][c:2]1[cH:3][c:4]([CH3:10])[c:5]([O:8][CH3:9])[cH:6][cH:7]1.[C:11](=[O:12])([O-:13])[O-:14].[CH2:17]([C:18]#[CH:19])[O:20][CH:21]1[O:22][CH2:23][CH2:24][CH2:25][CH2:26]1.[CH3:61][C:62]#[N:63].[CH:27]1([P:28]([CH:29]2[CH2:30][CH2:31][CH2:32][CH2:33][CH2:34]2)[c:35]2[cH:36][cH:37][cH:38][cH:39][c:40]2-[c:41]2[c:42]([CH:43]([CH3:44])[CH3:45])[cH:46][c:47]([CH:48]([CH3:49])[CH3:50])[cH:51][c:52]2[CH:53]([CH3:54])[CH3:55])[CH2:56][CH2:57][CH2:58][CH2:59][CH2:60]1.[Cs+:15].[Cs+:16]>>[c:2]1([C:19]#[C:18][CH2:17][O:20][CH:21]2[O:22][CH2:23][CH2:24][CH2:25][CH2:26]2)[cH:3][c:4]([CH3:10])[c:5]([O:8][CH3:9])[cH:6][cH:7]1. The reactants are O=c1[nH]c(=O)c2ccc([N+](=O)[O-])cc2[nH]1, O=[N+]([O-])O. The product is O=c1[nH]c(=O)c2cc([N+](=O)[O-])c([N+](=O)[O-])cc2[nH]1. RXN SMILES: [N+:1](=[O:2])([O-:3])[c:4]1[cH:5][cH:6][c:7]2[c:8](=[O:15])[nH:9][c:10](=[O:14])[nH:11][c:12]2[cH:13]1.[OH:16][N+:17]([O-:18])=[O:19]>>[N+:1](=[O:2])([O-:3])[c:4]1[c:5]([N+:17](=[O:16])[O-:18])[cH:6][c:7]2[c:8](=[O:15])[nH:9][c:10](=[O:14])[nH:11][c:12]2[cH:13]1. As a reaction SMILES: [C:22](=[O:23])([OH:24])[O-:25].[CH3:15][C:16]([O:17][C:18](=[O:19])[CH3:20])=[O:21].[CH3:1][O:2][c:3]1[cH:4][c:5]([CH2:6][CH2:7][NH2:8])[cH:9][cH:10][cH:11]1.[CH:12]([OH:13])=[O:14].[Na+:26].[O:27]1[CH2:28][CH2:29][CH2:30][CH2:31]1>>[CH3:1][O:2][c:3]1[cH:4][c:5]2[c:9]([cH:10][cH:11]1)[CH:12]=[N:8][CH2:7][CH2:6]2. Reactants: O=C([O-])O, CC(=O)OC(C)=O, COc1cccc(CCN)c1, O=CO, [Na+], C1CCOC1. Product: COc1ccc2c(c1)CCN=C2.